Dataset: the Open Reaction Database (ORD), a public repository of structured organic reaction records. Task: describe an organic reaction: reactants, conditions, products, and yield The reactants are N1=C(C=CC=C1)C=O (pyridine-2-carboxaldehyde), resulting crude product, C(C)O (ethanol), NC=1C(=CC(=C(C1)C1N(CCC1)C(C(F)(F)F)=O)OC1=CC=C(C=C1)S(=O)(=O)C)[N+](=O)[O-] (1-(2-(5-amino-2-(4-methanesulfonyl-phenoxy)-4-nitro-phenyl)-pyrrolidin-1-yl)-2,2,2-trifluoro-ethanone), [H][H] (hydrogen). The reagents and catalysts are [Ni] (Raney nickel). The solvent is CO (methanol), O (Water). Conditions: temperature 50 celsius, time 8 hour. The product is FC(C(=O)N1C(CCC1)C1=CC2=C(N=C(N2)C2=NC=CC=C2)C=C1OC1=CC=C(C=C1)S(=O)(=O)C)(F)F (2,2,2-trifluoro-1-(2-(6-(4-methanesulfonyl-phenoxy)-2-pyridin-2-yl-3H-benzimidazol-5-yl)-pyrrolidin-1-yl)-ethanone). RXN SMILES: C(O)C.[NH2:4][C:5]1[C:6]([N+:33]([O-])=O)=[CH:7][C:8]([O:22][C:23]2[CH:28]=[CH:27][C:26]([S:29]([CH3:32])(=[O:31])=[O:30])=[CH:25][CH:24]=2)=[C:9]([CH:11]2[CH2:15][CH2:14][CH2:13][N:12]2[C:16](=[O:21])[C:17]([F:20])([F:19])[F:18])[CH:10]=1.[H][H].[N:38]1[CH:43]=[CH:42][CH:41]=[CH:40][C:39]=1[CH:44]=O>[Ni].O.CO>[F:18][C:17]([F:20])([F:19])[C:16]([N:12]1[CH2:13][CH2:14][CH2:15][CH:11]1[C:9]1[C:8]([O:22][C:23]2[CH:28]=[CH:27][C:26]([S:29]([CH3:32])(=[O:31])=[O:30])=[CH:25][CH:24]=2)=[CH:7][C:6]2[N:33]=[C:44]([C:39]3[CH:40]=[CH:41][CH:42]=[CH:43][N:38]=3)[NH:4][C:5]=2[CH:10]=1)=[O:21]. Procedure details: 100 mg of developed Raney nickel catalyst was added to an ethanol (10 ml) solution of 521 mg of 1-(2-(5-amino-2-(4-methanesulfonyl-phenoxy)-4-nitro-phenyl)-pyrrolidin-1-yl)-2,2,2-trifluoro-ethanone, and the reaction liquid was stirred overnight in a hydrogen atmosphere. The catalyst was removed through filtration through Celite, and the solvent was evaporated away under reduced pressure to obtain a crude product. 226 mg of pyridine-2-carboxaldehyde was added to a methanol (10 ml) solution of 448... The reactants are ( A ), ClC1=NC2=CC(=C(C=C2C(=N1)N1CC2=CC(=C(C=C2CC1)OC)OC)OC)OC (2-chloro-6,7-dimethoxy-4-(6,7-dimethoxy-1,2,3,4-tetrahydroisoquinolin-2-yl)quinazoline), N (ammonia). The solvent is C(C)O (ethanol). The product is NC1=NC2=CC(=C(C=C2C(=N1)N1CC2=CC(=C(C=C2CC1)OC)OC)OC)OC (2-Amino-6,7-dimethoxy-4-(6,7-dimethoxy-1,2,3,4-tetrahydroisoquinolin-2-yl)quinazoline). As a reaction SMILES: Cl[C:2]1[N:11]=[C:10]([N:12]2[CH2:21][CH2:20][C:19]3[C:14](=[CH:15][C:16]([O:24][CH3:25])=[C:17]([O:22][CH3:23])[CH:18]=3)[CH2:13]2)[C:9]2[C:4](=[CH:5][C:6]([O:28][CH3:29])=[C:7]([O:26][CH3:27])[CH:8]=2)[N:3]=1.[NH3:30]>C(O)C>[NH2:30][C:2]1[N:11]=[C:10]([N:12]2[CH2:21][CH2:20][C:19]3[C:14](=[CH:15][C:16]([O:24][CH3:25])=[C:17]([O:22][CH3:23])[CH:18]=3)[CH2:13]2)[C:9]2[C:4](=[CH:5][C:6]([O:28][CH3:29])=[C:7]([O:26][CH3:27])[CH:8]=2)[N:3]=1. Procedure details: The product of (A), viz, 2-chloro-6,7-dimethoxy-4-(6,7-dimethoxy-1,2,3,4-tetrahydroisoquinolin-2-yl)quinazoline (5.0 g.) and a saturated solution of ammonia in ethanol (60 ml.) were heated together in an autoclave at 100° C. for a period of approximately 16 hours. After the reaction mixture had been allowed to cool to room temperature (~25° C.), the solvent was removed by means of evaporation under reduced pressure and the resulting brown residue (5.0 g.) was partitioned between methylene chlori... Starting materials: SC1=CC=C(C=C1)C=1N=C2N(C1C1=CC=NC=C1)CCC2 (2-(4 mercaptophenyl)-(4 pyridyl)-6,7-dihydro [5H]-pyrrolo[1,2-a]imidazole), C(C)(=O)Cl (acetyl chloride). Run in C(Cl)Cl (methylene chloride), C(Cl)Cl (methylene chloride), C(Cl)Cl (CH2Cl2). Conditions: time 30 minute. Yields the product C(C)(=O)SC1=CC=C(C=C1)C=1N=C2N(C1C1=CC=NC=C1)CCC2 (2-(4-Acetylthiophenyl)-3-(4-pyridyl)-6,7-dihydro-[5H]-pyrrolo[1,2-a]imidazole). Isolated yield 17.5%. As a reaction SMILES: [SH:1][C:2]1[CH:7]=[CH:6][C:5]([C:8]2[N:9]=[C:10]3[CH2:21][CH2:20][CH2:19][N:11]3[C:12]=2[C:13]2[CH:18]=[CH:17][N:16]=[CH:15][CH:14]=2)=[CH:4][CH:3]=1.[C:22](Cl)(=[O:24])[CH3:23]>C(Cl)Cl>[C:22]([S:1][C:2]1[CH:3]=[CH:4][C:5]([C:8]2[N:9]=[C:10]3[CH2:21][CH2:20][CH2:19][N:11]3[C:12]=2[C:13]2[CH:18]=[CH:17][N:16]=[CH:15][CH:14]=2)=[CH:6][CH:7]=1)(=[O:24])[CH3:23]. Procedure: To 1.0 q (3.4 mmole) of 2-(4 mercaptophenyl)-(4 pyridyl)-6,7-dihydro [5H]-pyrrolo[1,2-a]imidazole prepared as in Example 16 in 50 ml methylene chloride at 0° C. was added a solution of 0.3 g (3.7 mmole, 0.26 ml) acetyl chloride in 10 ml CH2Cl2 over a period of 10 minutes. The reaction was allowed to come to room temperature and was stirred for 30 minutes. The mixture was then diluted with methylene chloride and washed with 3N NaHCO3, saturated NaCl, treated with Na2SO4, stripped, then flash chro... Starting materials: ClC1=C(C(=CC=C1)Cl)C1=CC2=C(N=C(N=C2)S(=O)(=O)C)N(C1=O)C (6-(2,6-Dichlorophenyl)-2-methanesulfonyl-8-methyl-8H-pyrido[2,3-d]pyrimidin-7-one), NC=1C=CC(=NC1)OC (5-amino-2-methoxypyridine). The solvent is O (Water). Reaction conditions: temperature 160 celsius. Yields the product ClC1=C(C(=CC=C1)Cl)C1=CC2=C(N=C(N=C2)NC=2C=NC(=CC2)OC)N(C1=O)C (6-(2,6-Dichlorophenyl)-2-(6-methoxypyridin-3-ylamino)-8-methyl-8H-pyrido[2,3-d]pyrimidin-7-one). RXN SMILES: [Cl:1][C:2]1[CH:7]=[CH:6][CH:5]=[C:4]([Cl:8])[C:3]=1[C:9]1[C:22](=[O:23])[N:21]([CH3:24])[C:12]2[N:13]=[C:14](S(C)(=O)=O)[N:15]=[CH:16][C:11]=2[CH:10]=1.[NH2:25][C:26]1[CH:27]=[CH:28][C:29]([O:32][CH3:33])=[N:30][CH:31]=1>O>[Cl:1][C:2]1[CH:7]=[CH:6][CH:5]=[C:4]([Cl:8])[C:3]=1[C:9]1[C:22](=[O:23])[N:21]([CH3:24])[C:12]2[N:13]=[C:14]([NH:25][C:26]3[CH:31]=[N:30][C:29]([O:32][CH3:33])=[CH:28][CH:27]=3)[N:15]=[CH:16][C:11]=2[CH:10]=1. Reported procedure: A mixture of 0.155 g (0.40 mmol) of 6-(2,6-dichlorophenyl)-2-methanesulfonyl-8-methyl-8H-pyrido[2,3-d]pyrimidin-7-one of Example 39 and 0.50 g (4.00 mmol) of 5-amino-2-methoxypyridine was heated, with stirring, in a 160° C. oil bath. The resulting solution was heated for 10 minutes and cooled to room temperature. Water (10 mL) was added to precipitate a gum. The mixture was decanted, and the remaining gum was triturated with 5 mL of water. The brown solid that developed was filtered, washed well... Starting materials: OBO, Brc1ccccc1, Cc1cc(-c2ccc(Cl)c(Cl)c2)nc(Cl)n1. The product is Cc1cc(-c2ccc(Cl)c(Cl)c2)nc(-c2cccc(Br)c2)n1. Reaction SMILES: [BH:17]([OH:18])[OH:19].[Br:20][c:21]1[cH:22][cH:23][cH:24][cH:25][cH:26]1.[Cl:1][c:2]1[n:3][c:4]([CH3:16])[cH:5][c:6](-[c:8]2[cH:9][c:10]([Cl:15])[c:11]([Cl:14])[cH:12][cH:13]2)[n:7]1>>[c:2]1(-[c:25]2[cH:24][cH:23][cH:22][c:21]([Br:20])[cH:26]2)[n:3][c:4]([CH3:16])[cH:5][c:6](-[c:8]2[cH:9][c:10]([Cl:15])[c:11]([Cl:14])[cH:12][cH:13]2)[n:7]1. The reactants are COC(=O)C(C)N(CC(C)CNC(=O)OC(C)(C)C)C(=O)OCc1ccccc1, Cl, C1COCCO1. Product: COC(=O)C(C)N(CC(C)CN)C(=O)OCc1ccccc1. As a reaction SMILES: [CH2:1]([c:2]1[cH:3][cH:4][cH:5][cH:6][cH:7]1)[O:8][C:9](=[O:10])[N:11]([CH:12]([CH3:13])[C:14](=[O:15])[O:16][CH3:17])[CH2:18][CH:19]([CH2:20][NH:21][C:22]([O:23][C:24]([CH3:25])([CH3:26])[CH3:27])=[O:28])[CH3:29].[ClH:30].[O:31]1[CH2:32][CH2:33][O:34][CH2:35][CH2:36]1>>[CH2:1]([c:2]1[cH:3][cH:4][cH:5][cH:6][cH:7]1)[O:8][C:9](=[O:10])[N:11]([CH:12]([CH3:13])[C:14](=[O:15])[O:16][CH3:17])[CH2:18][CH:19]([CH2:20][NH2:21])[CH3:29].